From a dataset of the Open Reaction Database (ORD), a public repository of structured organic reaction records. describe an organic reaction: reactants, conditions, products, and yield Reactants: C(CC#C)O (3-butyn-1-ol), alcohol, ( a ), BrC1=CC(=C(OC2=NC(=CC=C2)F)C=C1)OC (2-(4-bromo-2-methoxyphenoxy)-6-fluoropyridine). Yields the product FC1=CC=CC(=N1)OC1=C(C=C(C=C1)C#CCO)OC (3-{4-[(6-fluoropyridin-2-yl)oxy]-3-methoxyphenyl}prop-2-yn-1-ol), solid. The yield is 71.0%. RXN SMILES: Br[C:2]1[CH:15]=[CH:14][C:5]([O:6][C:7]2[CH:12]=[CH:11][CH:10]=[C:9]([F:13])[N:8]=2)=[C:4]([O:16][CH3:17])[CH:3]=1.[CH2:18]([OH:22])[CH2:19][C:20]#C>>[F:13][C:9]1[N:8]=[C:7]([O:6][C:5]2[CH:14]=[CH:15][C:2]([C:20]#[C:19][CH2:18][OH:22])=[CH:3][C:4]=2[O:16][CH3:17])[CH:12]=[CH:11][CH:10]=1. Reported procedure: According to the procedure of example 11 (a) except substituting 5-bromo-2-(2-methoxy-4-propylphenoxy)pyridine by 2-(4-bromo-2-methoxyphenoxy)-6-fluoropyridine (0.98 mmol; 300 mg) and 3-butyn-1-ol by propargylic alcohol (2.50 mmol; 150 μL), the title compound was obtained as a yellow solid (71%, 191 mg) after purification on silica gel (cyclohexane/ethyl acetate gradient). Starting materials: CN1CC2=C(CC1)CN(C2)C(=O)OCC (ethyl 5-methyl-2,3,4,5,6,7-hexahydro-1H-pyrrolo[3,4-c)pyridine-2 -carboxylate), Ba(OH)2. Run in O (water). The product is CN1CC2=C(CC1)CNC2 (5-Methyl-2,3,4,5,6,7-hexahydro-1H-pyrrolo[3,4-c]pyridine). As a reaction SMILES: [CH3:1][N:2]1[CH2:7][CH2:6][C:5]2[CH2:8][N:9](C(OCC)=O)[CH2:10][C:4]=2[CH2:3]1>O>[CH3:1][N:2]1[CH2:7][CH2:6][C:5]2[CH2:8][NH:9][CH2:10][C:4]=2[CH2:3]1. Reported procedure: 6.3 g (30 mmol) of ethyl 5-methyl-2,3,4,5,6,7-hexahydro-1H-pyrrolo[3,4-c)pyridine-2 -carboxylate and 18.9 g (60 mmol) of Ba(OH)2. 8H2O are refluxed for 15 hours in 75 ml of water. After cooling, the BaCO3 is filtered off with suction, the filtrate is concentrated, and the residue is extracted by boiling five times with 50 ml portions of dioxane. The dioxane solutions are concentrated, and the residue is distilled. Starting materials: N1C(NCC1)=O (2-imidazolidinone), C(=O)([O-])[O-].[K+].[K+] (K2CO3), C(C1=CC=CC=C1)(C1=CC=CC=C1)Cl (benzhydryl chloride), O (H2O). The solvent is CS(=O)C (dimethylsulfoxide). Conditions: time 0.3 hour. Product: C1(=CC=CC=C1)C(N1C(NCC1)=O)C1=CC=CC=C1 (1-(Diphenylmethyl)-2-imidazolidinone). Isolated yield 43.0%. As a reaction SMILES: [NH:1]1[CH2:5][CH2:4][NH:3][C:2]1=[O:6].C([O-])([O-])=O.[K+].[K+].[CH:13](Cl)([C:20]1[CH:25]=[CH:24][CH:23]=[CH:22][CH:21]=1)[C:14]1[CH:19]=[CH:18][CH:17]=[CH:16][CH:15]=1.O>CS(C)=O>[C:14]1([CH:13]([C:20]2[CH:21]=[CH:22][CH:23]=[CH:24][CH:25]=2)[N:1]2[CH2:5][CH2:4][NH:3][C:2]2=[O:6])[CH:19]=[CH:18][CH:17]=[CH:16][CH:15]=1 |f:1.2.3|. Procedure: A 21.5 g (0.25 mole) portion of 2-imidazolidinone in 250 ml of dimethylsulfoxide was treated with 34.5 g (0.25 mole) of K2CO3, 20 g (0.12 mole) of KI and 50.8 g (0.25 mole) of benzhydryl chloride. The reaction mixture was heated with rapid stirring to 100° over 0.3 hr, held at 100° for 1.5 hours and poured into 1.5 l of H2O. The aqueous mixture was extracted with 1.3 l of chloroform. The chloroform extract was washed with 500 ml of H2O, dried over MgSO4 overnight and filtered. The filtrate was c...